From a dataset of the Open Reaction Database (ORD), a public repository of structured organic reaction records. describe an organic reaction: reactants, conditions, products, and yield The reactants are ClN1C(=O)N(C(=O)C1(C)C)Cl (1,3-dichloro-5,5-dimethylhydantoin), K2OsO2(OH)4, FC(C=1C=C(C=C)C=CC1)(F)F (3-Trifluoromethylstyrene), [OH-].[Na+] (NaOH), C(N)(OC(C)(C)C)=O (tert-butyl carbamate), S(=O)([O-])[O-].[Na+].[Na+] (sodium sulfite). As a reaction SMILES: [C:1](=[O:8])([O:3][C:4]([CH3:7])([CH3:6])[CH3:5])[NH2:2].[OH-].[Na+].ClN1C(C)(C)C(=O)N(Cl)C1=[O:14].[F:22][C:23]([F:33])([F:32])[C:24]1[CH:25]=[C:26]([CH:29]=[CH:30][CH:31]=1)[CH:27]=[CH2:28].S([O-])([O-])=O.[Na+].[Na+]>C(O)CC.CC[C@H]1[C@H]2C[C@H]([C@H](OC3C4C(=CC=CC=4)C(O[C@H](C4C=CN=C5C=4C=C(OC)C=C5)[C@@H]4N5C[C@H](CC)[C@@H](CC5)C4)=NN=3)C3C=CN=C4C=3C=C(OC)C=C4)N(CC2)C1>[F:22][C:23]([F:32])([F:33])[C:24]1[CH:25]=[C:26]([C@H:27]([NH:2][C:1](=[O:8])[O:3][C:4]([CH3:7])([CH3:6])[CH3:5])[CH2:28][OH:14])[CH:29]=[CH:30][CH:31]=1 |f:1.2,5.6.7|. Conditions: time 2 hour. The reagents and catalysts are CC[C@@H]1CN2CC[C@@H]1C[C@@H]2[C@@H](C3=C4C=C(C=CC4=NC=C3)OC)OC5=NN=C(C6=CC=CC=C65)O[C@@H]([C@H]7C[C@@H]8CCN7C[C@@H]8CC)C9=C1C=C(C=CC1=NC=C9)OC ((DHQ)2PHAL). Solvent: C(CC)O (n-PrOH), C(CC)O (n-PrOH). The yield is 52.8%. Procedure details: A 500 mL round-bottomed flask is charged with tert-butyl carbamate (5.42 g, 46.0 mmol) and n-PrOH (48 mL). To this stirred solution is added freshly prepared aqueous solution of NaOH (1.84 g, 46.0 mmol in 75 mL of H2O), followed by 1,3-dichloro-5,5-dimethylhydantoin (4.54 g, 23.0 mmol). After 5 min a solution of (DHQ)2PHAL (584 mg, 0.75 mmol, 5 mol %) in n-PrOH (42 mL) is added. 3-Trifluoromethylstyrene (2.58 g, 15.0 mmol, dissolved in 60 mL of n-PrOH) is then added, followed by K2OsO2(OH)4 (221... Product: FC(C=1C=C(C=CC1)[C@@H](CO)NC(OC(C)(C)C)=O)(F)F (tert-butyl (S)-1-[3-(trifluoromethyl)phenyl]-2-hydroxyethylcarbamate). The reactants are N1=CC=CC=C1 (pyridine), C(C)(=O)Cl (Acetyl chloride), COC(=O)C=1C=C(C2=C(S(CC3=C(O2)C(=CC(=C3)N3CCNCC3)Cl)(=O)=O)C1)C (4-chloro-6-methyl-10,10-dioxo-2-piperazin-1-yl-10,11-dihydro-5-oxa-10lambda*6*-thia-dibenzo[a,d]cycloheptene-8-carboxylic acid methyl ester), base. Solvent: ClCCl (dichloromethane). Conditions: temperature 20 celsius, time 10 minute. The product is COC(=O)C=1C=C(C2=C(S(CC3=C(O2)C(=CC(=C3)N3CCN(CC3)C(C)=O)Cl)(=O)=O)C1)C (2-(4-Acetyl-piperazin-1-yl)-4-chloro-6-methyl-10,10-dioxo-10,11-dihydro-5-oxa-10lambda*6*-thia-dibenzo[a,d]cycloheptene-8-carboxylic acid methyl ester). Reaction SMILES: [C:1](Cl)(=[O:3])[CH3:2].[CH3:5][O:6][C:7]([C:9]1[CH:10]=[C:11]([CH3:33])[C:12]2[O:18][C:17]3[C:19]([Cl:29])=[CH:20][C:21]([N:23]4[CH2:28][CH2:27][NH:26][CH2:25][CH2:24]4)=[CH:22][C:16]=3[CH2:15][S:14](=[O:31])(=[O:30])[C:13]=2[CH:32]=1)=[O:8].N1C=CC=CC=1>ClCCl>[CH3:5][O:6][C:7]([C:9]1[CH:10]=[C:11]([CH3:33])[C:12]2[O:18][C:17]3[C:19]([Cl:29])=[CH:20][C:21]([N:23]4[CH2:24][CH2:25][N:26]([C:1](=[O:3])[CH3:2])[CH2:27][CH2:28]4)=[CH:22][C:16]=3[CH2:15][S:14](=[O:30])(=[O:31])[C:13]=2[CH:32]=1)=[O:8]. Procedure: Acetyl chloride (0.15 mL, 2.06 mmol) was added to a solution of 4-chloro-6-methyl-10,10-dioxo-2-piperazin-1-yl-10,11-dihydro-5-oxa-10lambda*6*-thia-dibenzo[a,d]cycloheptene-8-carboxylic acid methyl ester (free base of example 16, 0.3 g, 0.68 mmol) in dichloromethane (15 mL) and stirred at 20° C., for 10 min. To this, pyridine (0.33 mL, 4.12 mmol) was added and the mixture was stirred further for 18 h. The solvent was removed from the mixture and water (15 mL) was added. The pH of the reaction mi... Reactants: FC(C=1C=C(C=C(C1)C(F)(F)F)NC(=C(C#N)S(=O)(=O)C1=CC=C(C=C1)Cl)SC)(F)F (3-(3,5-Bis(trifluoromethyl)phenylamino)-2-(4-chloro-phenylsulfonyl)-3-methylsulfanyl-2-propenenitrile). Solvent: C(C)(C)N (isopropylamine). Yields the product FC(C=1C=C(C=C(C1)C(F)(F)F)NC(=C(C#N)S(=O)(=O)C1=CC=C(C=C1)Cl)NC(C)C)(F)F (3-[3,5-Bis(trifluoromethyl)phenylamino]-2-(4-chlorophenylsulfonyl)-3-isopropylamino-2-propenenitrile). Isolated yield 124.1%. Reaction SMILES: [F:1][C:2]([F:31])([F:30])[C:3]1[CH:4]=[C:5]([NH:13][C:14](SC)=[C:15]([S:18]([C:21]2[CH:26]=[CH:25][C:24]([Cl:27])=[CH:23][CH:22]=2)(=[O:20])=[O:19])[C:16]#[N:17])[CH:6]=[C:7]([C:9]([F:12])([F:11])[F:10])[CH:8]=1>C(N)(C)C>[F:31][C:2]([F:1])([F:30])[C:3]1[CH:4]=[C:5]([NH:13][C:14]([NH:13][CH:5]([CH3:6])[CH3:4])=[C:15]([S:18]([C:21]2[CH:22]=[CH:23][C:24]([Cl:27])=[CH:25][CH:26]=2)(=[O:19])=[O:20])[C:16]#[N:17])[CH:6]=[C:7]([C:9]([F:11])([F:10])[F:12])[CH:8]=1. Reported procedure: 3-(3,5-Bis(trifluoromethyl)phenylamino)-2-(4-chloro-phenylsulfonyl)-3-methylsulfanyl-2-propenenitrile (0.400 g, 0.8 mmol) was stirred in isopropylamine (2 ml) at 80° C. in a sealed flask for 20 h. Work up as described in Example 1, 2) gave 254 mg (62%) of the title compound as white crystals. Mp 197-198.5° C. 1H NMR (300 MHz, CDCl3): δ=1.5 (d, 6H), 3.37 (m, 1H), 7.42 (s, 2H), 7.48 (d, 2H), 7.67 (s, 1H), 7.79 (d, 2H); MA calc for C20H16ClF6N3O2S: C, 46.93%; H, 3.15%; N, 8.21%. Found: C, 47.16%; H... The reactants are Brc1ccsc1Br, CCCC[N+](CCCC)(CCCC)CCCC, CN1CCCC1=O, CCOC(C)=O, [F-], CCCC[Sn](CCCC)(CCCC)c1cccnc1F. Yields the product Fc1ncccc1-c1sccc1Br. Reaction SMILES: [Br:1][c:2]1[s:3][cH:4][cH:5][c:6]1[Br:7].[CH3:29][CH2:30][CH2:31][CH2:32][N+:33]([CH2:34][CH2:35][CH2:36][CH3:37])([CH2:38][CH2:39][CH2:40][CH3:41])[CH2:42][CH2:43][CH2:44][CH3:45].[CH3:46][N:47]1[CH2:48][CH2:49][CH2:50][C:51]1=[O:52].[CH3:53][CH2:54][O:55][C:56](=[O:57])[CH3:58].[F-:28].[F:8][c:9]1[n:10][cH:11][cH:12][cH:13][c:14]1[Sn:15]([CH2:16][CH2:17][CH2:18][CH3:19])([CH2:20][CH2:21][CH2:22][CH3:23])[CH2:24][CH2:25][CH2:26][CH3:27]>>[c:2]1(-[c:14]2[c:9]([F:8])[n:10][cH:11][cH:12][cH:13]2)[s:3][cH:4][cH:5][c:6]1[Br:7]. Reactants: 13.5, OC1C(=C(C(C1)=O)CCCCCCC(=O)OC)C=CC1=CC=CC=C1 (methyl 3-hydroxy-5-oxo-2-styrylcyclopent-1-eneheptanoate), I(=O)(=O)(=O)[O-].[Na+] (sodium periodate), O (water). Reagents/catalysts: [Os](=O)(=O)(=O)=O (osmium tetroxide). Solvent: O1CCOCC1 (dioxane), O1CCOCC1 (dioxane). Run at time 4 hour. Product: C(=O)C1=C(C(CC1O)=O)CCCCCCC(=O)OC (methyl 2-formyl-3-hydroxy-5-oxocyclopent-1-eneheptanoate). As a reaction SMILES: [OH:1][CH:2]1[CH2:6][C:5](=[O:7])[C:4]([CH2:8][CH2:9][CH2:10][CH2:11][CH2:12][CH2:13][C:14]([O:16][CH3:17])=[O:15])=[C:3]1[CH:18]=CC1C=CC=CC=1.I([O-])(=O)(=O)=[O:27].[Na+].O>O1CCOCC1.[Os](=O)(=O)(=O)=O>[CH:18]([C:3]1[CH:2]([OH:1])[CH2:6][C:5](=[O:7])[C:4]=1[CH2:8][CH2:9][CH2:10][CH2:11][CH2:12][CH2:13][C:14]([O:16][CH3:17])=[O:15])=[O:27] |f:1.2|. Reported procedure: A mixture of 13.5 parts of dl-methyl 3-hydroxy-5-oxo-2-styrylcyclopent-1-eneheptanoate, 17.8 parts of sodium periodate, 55 parts of water, 160 parts of dioxane and 2 parts by volume of a 2% osmium tetroxide in dioxane solution is stirred at room temperature under nitrogen for about 4 hours. The reaction mixture is extracted with ether and the ether solution is dried over anhydrous sodium sulfate, then concentrated to dryness under reduced pressure. The resulting residue is purified by dry column...